This data is from the Open Reaction Database (ORD), a public repository of structured organic reaction records. The task is: describe an organic reaction: reactants, conditions, products, and yield Starting materials: ClCC1=CC=C(C=C1)NC(=O)C=1CCOC2=C(C1)C=C(C=C2)C2=CC=C(C=C2)C (N-(4-chloromethylphenyl)-7-(4-methylphenyl)-2,3-dihydro-1-benzoxepine-4-carboxamide), CN(C1CCC(CC1)=O)C (4-dimethylaminocyclohexanone). The solvent is CN(C=O)C (N,N-dimethylformamide), CN(C=O)C (N,N-dimethylformamide). Reaction conditions: time 14 hour. The product is [Cl-].C[N+](C1CCC(CC1)=O)(CC1=CC=C(C=C1)NC(=O)C=1CCOC2=C(C1)C=C(C=C2)C2=CC=C(C=C2)C)C (N,N-dimethyl-N-(4-(((7-(4-methylphenyl)-2,3-dihydro-1-benzoxepin-4-yl)carbonyl)amino)benzyl)-N-(4-oxocyclohexyl)ammoniumchloride). Isolated yield 105.6%. Reaction SMILES: [Cl:1][CH2:2][C:3]1[CH:8]=[CH:7][C:6]([NH:9][C:10]([C:12]2[CH2:13][CH2:14][O:15][C:16]3[CH:22]=[CH:21][C:20]([C:23]4[CH:28]=[CH:27][C:26]([CH3:29])=[CH:25][CH:24]=4)=[CH:19][C:17]=3[CH:18]=2)=[O:11])=[CH:5][CH:4]=1.[CH3:30][N:31]([CH3:39])[CH:32]1[CH2:37][CH2:36][C:35](=[O:38])[CH2:34][CH2:33]1>CN(C)C=O>[Cl-:1].[CH3:30][N+:31]([CH3:39])([CH2:2][C:3]1[CH:8]=[CH:7][C:6]([NH:9][C:10]([C:12]2[CH2:13][CH2:14][O:15][C:16]3[CH:22]=[CH:21][C:20]([C:23]4[CH:28]=[CH:27][C:26]([CH3:29])=[CH:25][CH:24]=4)=[CH:19][C:17]=3[CH:18]=2)=[O:11])=[CH:5][CH:4]=1)[CH:32]1[CH2:37][CH2:36][C:35](=[O:38])[CH2:34][CH2:33]1 |f:3.4|. Procedure details: To a solution of N-(4-chloromethylphenyl)-7-(4-methylphenyl)-2,3-dihydro-1-benzoxepine-4-carboxamide (214 mg, 0.530 mmol) in N,N-dimethylformamide (1 ml) was dropwise added a solution of 4-dimethylaminocyclohexanone (112 mg, 0.795mmol) in N,N-dimethylformamide (1 ml). Under nitrogen atmosphere, the mixture was stirred for 14 hours. The solvent was evaporated to give crude product, which was washed with ether to give N,N-dimethyl-N-(4-(((7-(4-methylphenyl)-2,3-dihydro-1-benzoxepin-4-yl)carbonyl)a... Procedure: 34.5 Grams of the product of Example 2 was mixed with 0.5 grams of p-toluenesulfonic acid and 400 ml. of methanol. The resulting mixture was heated under reflux conditions for a period of about 19 hours. Following the reaction period, the reaction mixture was cooled and excess methanol removed by rotary evaporation. The residual oil thus obtained was mixed with 400 ml. of methylene chloride and the resulting solution washed with 400 ml. of a 10% Na2CO3 solution and three-400 ml. portions of wate... Reaction SMILES: C([O:3][C:4]([CH2:18][Cl:19])([CH2:13][C:14]([Cl:17])([Cl:16])[Cl:15])[C:5]1[CH:10]=[C:9]([Cl:11])[CH:8]=[C:7]([Cl:12])[CH:6]=1)=O.C1(C)C=CC(S(O)(=O)=O)=CC=1>CO>[Cl:19][CH2:18][C:4]([CH2:13][C:14]([Cl:17])([Cl:16])[Cl:15])([C:5]1[CH:10]=[C:9]([Cl:11])[CH:8]=[C:7]([Cl:12])[CH:6]=1)[OH:3]. Reactants: C(=O)OC(C1=CC(=CC(=C1)Cl)Cl)(CC(Cl)(Cl)Cl)CCl (α-(chloromethyl)-3,5-dichloro-α-(-2,2,2-trichloroethyl)benzyl formate), C1(=CC=C(C=C1)S(=O)(=O)O)C (p-toluenesulfonic acid). Run in CO (methanol). Yields the product ClCC(O)(C1=CC(=CC(=C1)Cl)Cl)CC(Cl)(Cl)Cl (α-(chloromethyl)-3,5-dichloro-α-(2,2,2-trichloroethyl)benzenemethanol). The reactants are ClC1=CC=C(C=C1)NC(=O)NC (N-4-chlorophenyl-N'-methyl urea), initial product, [N+](=O)([O-])C1=C(C=CC=C1)SCl (2-nitrophenylthiochloride), ice water. Run in CN(C=O)C (dimethylformamide), N1=CC=CC=C1 (pyridine). Reaction conditions: time 8 hour. Yields the product ClC1=CC=C(C=C1)NC(=O)N(SC1=C(C=CC=C1)[N+](=O)[O-])C (N-(4-chlorophenyl)-N'-methyl-N'-(2-nitrophenylthio) urea). Yield: 57.9%. As a reaction SMILES: [Cl:1][C:2]1[CH:7]=[CH:6][C:5]([NH:8][C:9]([NH:11][CH3:12])=[O:10])=[CH:4][CH:3]=1.[N+:13]([C:16]1[CH:21]=[CH:20][CH:19]=[CH:18][C:17]=1[S:22]Cl)([O-:15])=[O:14]>CN(C)C=O.N1C=CC=CC=1>[Cl:1][C:2]1[CH:3]=[CH:4][C:5]([NH:8][C:9]([N:11]([CH3:12])[S:22][C:17]2[CH:18]=[CH:19][CH:20]=[CH:21][C:16]=2[N+:13]([O-:15])=[O:14])=[O:10])=[CH:6][CH:7]=1. Reported procedure: N-4-chlorophenyl-N'-methyl urea (4.1 g) was dissolved in a mixture of dimethylformamide (20 ml) and pyridine (5 ml) and then 2-nitrophenylthiochloride (4.17 g) was added to and dissolved in the solution. After allowing the solution to stand overnight, it was poured into 200 ml of ice-water. The initial product was an oily product which solidified after a while. The solid product was separated by filtration, washed with water and dried. Recrystallization from a mixture of ethyl acetate and n-hexa... The reactants are ClC1=NC=C(C=C1CN(C(=O)C1CC1)CC)C (Cyclopropanecarboxylic acid (2-chloro-5-methyl-pyridin-3-ylmethyl)-ethyl-amide), C(C)OC(CC1=CC(=C(C=C1)OC)B1OC(C(O1)(C)C)(C)C)=O ([4-methoxy-3-(4,4,5,5-tetramethyl-[1,3,2]dioxaborolan-2-yl)-phenyl]-acetic acid ethyl ester), C([O-])([O-])=O.[K+].[K+] (potassium carbonate). The reagents and catalysts are C=1C=CC(=CC1)[P](C=2C=CC=CC2)(C=3C=CC=CC3)[Pd]([P](C=4C=CC=CC4)(C=5C=CC=CC5)C=6C=CC=CC6)([P](C=7C=CC=CC7)(C=8C=CC=CC8)C=9C=CC=CC9)[P](C=1C=CC=CC1)(C=1C=CC=CC1)C=1C=CC=CC1 (tetrakis(triphenylphosphine)palladium(0)). Conditions: temperature 80 celsius, time 2 hour. The solvent is O (H2O), COCCOC (DME), O (H2O). As a reaction SMILES: Cl[C:2]1[C:7]([CH2:8][N:9]([CH2:15][CH3:16])[C:10]([CH:12]2[CH2:14][CH2:13]2)=[O:11])=[CH:6][C:5]([CH3:17])=[CH:4][N:3]=1.[CH2:18]([O:20][C:21](=[O:40])[CH2:22][C:23]1[CH:28]=[CH:27][C:26]([O:29][CH3:30])=[C:25](B2OC(C)(C)C(C)(C)O2)[CH:24]=1)[CH3:19].C(=O)([O-])[O-].[K+].[K+]>COCCOC.O.C1C=CC([P]([Pd]([P](C2C=CC=CC=2)(C2C=CC=CC=2)C2C=CC=CC=2)([P](C2C=CC=CC=2)(C2C=CC=CC=2)C2C=CC=CC=2)[P](C2C=CC=CC=2)(C2C=CC=CC=2)C2C=CC=CC=2)(C2C=CC=CC=2)C2C=CC=CC=2)=CC=1>[CH2:18]([O:20][C:21](=[O:40])[CH2:22][C:23]1[CH:28]=[CH:27][C:26]([O:29][CH3:30])=[C:25]([C:2]2[C:7]([CH2:8][N:9]([C:10]([CH:12]3[CH2:14][CH2:13]3)=[O:11])[CH2:15][CH3:16])=[CH:6][C:5]([CH3:17])=[CH:4][N:3]=2)[CH:24]=1)[CH3:19] |f:2.3.4,^1:57,59,78,97|. Reported procedure: Cyclopropanecarboxylic acid (2-chloro-5-methyl-pyridin-3-ylmethyl)-ethyl-amide (0.120 g, 0.48 mmol), [4-methoxy-3-(4,4,5,5-tetramethyl-[1,3,2]dioxaborolan-2-yl)-phenyl]-acetic acid ethyl ester (0.183 g, 0.57 mmol), and potassium carbonate (0.198 g, 1.43 mmol) were combined in DME and H2O. The mixture was purged with N2 for 10 minutes, and then tetrakis(triphenylphosphine)palladium(0) (0.055 g, 0.05 mmol) was added, and the reaction was stirred at 80° C. for 2 hours. Once no starting material was... Yields the product C(C)OC(CC1=CC(=C(C=C1)OC)C1=NC=C(C=C1CN(CC)C(=O)C1CC1)C)=O ((3-{3-[(Cyclopropanecarbonyl-ethyl-amino)-methyl]-5-methyl-pyridin-2-yl}-4-methoxy-phenyl)-acetic acid ethyl ester). Starting materials: ClC(=O)OCC1=CC=CC=C1 (Benzyl chloroformate), NC1C(CN(CC1)C(=O)OC(C)(C)C)(C)C (4-amino-1-t-butyloxycarbonyl-3,3-dimethylpiperidine), C(=O)(O)[O-].[Na+] (NaHCO3). Solvent: O (water), O1CCCC1 (tetrahydrofuran). Run at temperature 35 celsius, time 20 hour. The product is C(C1=CC=CC=C1)OC(=O)NC1C(CN(CC1)C(=O)OC(C)(C)C)(C)C (4-benzyloxycarbonylamino-1-t-butyloxycarbonyl-3,3-dimethylpiperidine). RXN SMILES: Cl[C:2]([O:4][CH2:5][C:6]1[CH:11]=[CH:10][CH:9]=[CH:8][CH:7]=1)=[O:3].[NH2:12][CH:13]1[CH2:18][CH2:17][N:16]([C:19]([O:21][C:22]([CH3:25])([CH3:24])[CH3:23])=[O:20])[CH2:15][C:14]1([CH3:27])[CH3:26].C([O-])(O)=O.[Na+]>O1CCCC1.O>[CH2:5]([O:4][C:2]([NH:12][CH:13]1[CH2:18][CH2:17][N:16]([C:19]([O:21][C:22]([CH3:25])([CH3:24])[CH3:23])=[O:20])[CH2:15][C:14]1([CH3:27])[CH3:26])=[O:3])[C:6]1[CH:11]=[CH:10][CH:9]=[CH:8][CH:7]=1 |f:2.3|. Procedure details: Benzyl chloroformate (50% in toluene, 450 ml, 1.57 mol) was added to a stirred suspension of 4-amino-1-t-butyloxycarbonyl-3,3-dimethylpiperidine (365 g) as prepared above and NaHCO3 (150 g, 1.78 mol) in dry tetrahydrofuran (1.5 L). The reaction mixture was stirred for 20 hr at 35° C. The reaction mixture was diluted with 3.5 L water and was extracted with 2.0 L×2 ethyl acetate. Combined organic extract was washed with water, dried over Na2SO4 and concentrated to dryness. The residue was subjecte... Procedure details: A mixture of 3.0 g of finely pulverised 2-cyano-5-[3,6-dihydro-3,4-dimethyl-2,6-dioxo-1(2H)-pyrimidinyl]-4-fluorobenzoic acid, 30 ml of freshly distilled thionyl chloride and 3 drops of dimethylformamide is heated at reflux temperature for 1 hour with stirring, after which a clear solution has formed. The mixture is then concentrated to dryness by evaporation to yield 2-cyano-5-[3,6-dihydro-3,4-dimethyl-2,6-dioxo-1(2H)-pyrimidinyl]-4-fluorobenzoic acid chloride, m.p. 160° C., which is used, unpu... The reagents and catalysts are CN(C=O)C (dimethylformamide). Yields the product C(#N)C1=C(C(=O)Cl)C=C(C(=C1)F)N1C(N(C(=CC1=O)C)C)=O (2-cyano-5-[3,6-dihydro-3,4-dimethyl-2,6-dioxo-1(2H)-pyrimidinyl]-4-fluorobenzoic acid chloride). Reaction SMILES: [C:1]([C:3]1[CH:11]=[C:10]([F:12])[C:9]([N:13]2[C:18](=[O:19])[CH:17]=[C:16]([CH3:20])[N:15]([CH3:21])[C:14]2=[O:22])=[CH:8][C:4]=1[C:5](O)=[O:6])#[N:2].S(Cl)([Cl:25])=O>CN(C)C=O>[C:1]([C:3]1[CH:11]=[C:10]([F:12])[C:9]([N:13]2[C:18](=[O:19])[CH:17]=[C:16]([CH3:20])[N:15]([CH3:21])[C:14]2=[O:22])=[CH:8][C:4]=1[C:5]([Cl:25])=[O:6])#[N:2]. Starting materials: C(#N)C1=C(C(=O)O)C=C(C(=C1)F)N1C(N(C(=CC1=O)C)C)=O (2-cyano-5-[3,6-dihydro-3,4-dimethyl-2,6-dioxo-1(2H)-pyrimidinyl]-4-fluorobenzoic acid), S(=O)(Cl)Cl (thionyl chloride). Reactants: C(C)(=O)Cl (acetyl chloride), COC=1C=C(C=CC1OC)C=C1OC2=C(C1=O)C=CC(=C2)O (2-[(3,4-dimethoxyphenyl)methylene]-6-hydroxy-3(2H)-benzofuranone), C(C)(=O)OCC (ethyl acetate). Solvent: N1=CC=CC=C1 (pyridine). Product: COC=1C=C(C=CC1OC)C=C1OC2=C(C1=O)C=CC(=C2)OC(C)=O (2-[(3,4-dimethoxyphenyl)methylene]-6-acetoxy-3(2H)-benzofuranone). Reaction SMILES: [CH3:1][O:2][C:3]1[CH:4]=[C:5]([CH:11]=[C:12]2[C:16](=[O:17])[C:15]3[CH:18]=[CH:19][C:20]([OH:22])=[CH:21][C:14]=3[O:13]2)[CH:6]=[CH:7][C:8]=1[O:9][CH3:10].[C:23](Cl)(=[O:25])[CH3:24].C(OCC)(=O)C>N1C=CC=CC=1>[CH3:1][O:2][C:3]1[CH:4]=[C:5]([CH:11]=[C:12]2[C:16](=[O:17])[C:15]3[CH:18]=[CH:19][C:20]([O:22][C:23](=[O:25])[CH3:24])=[CH:21][C:14]=3[O:13]2)[CH:6]=[CH:7][C:8]=1[O:9][CH3:10]. Procedure details: After 2-[(3,4-dimethoxyphenyl)methylene]-6-hydroxy-3(2H)-benzofuranone 0.5 g was dissolved in pyridine 5 ml, acetyl chloride 0.2 ml was added, and the mixture was refluxed for two hours. The reaction mixture was cooled to room temperature, ethyl acetate 50 ml was added, and the mixture was washed with 2N-hydrochloric acid 50 ml twice. After the ethyl acetate phase was dehydrated with anhydrous magnesium sulfate, it was concentrated under reduced pressure. The residue was fractionated by silica g... Starting materials: CN(C1=CC=C(C=C1)S(=O)(=O)N1C=C(C=C1)/C=C/C(=O)O)C ((E)-3-[1-(4-dimethylamino-benzenesulfonyl)-1H-pyrrol-3-yl)-acrylic acid), C(=O)(OC(C)(C)C)NC1=C(C=CC=C1)N (N-BOC-1,2-phenylenediamine), CCN=C=NCCCN(C)C.Cl (EDC.HCl), CN(C1=CC=C(C=C1)S(=O)(=O)N1C=C(C=C1)/C=C/C(=O)O)C ((E)-3-[1-(4-dimethylamino-benzenesulfonyl)-1H-pyrrol-3-yl)-acrylic acid), C=1C=CC2=C(C1)N=NN2O (HOBt). Solvent: O (H2O), C(C)N(CC)CC (triethylamine), CN(C)C=O (DMF). The product is C(C)(C)(C)OC(NC1=C(C=CC=C1)NC(\C=C\C1=CN(C=C1)S(=O)(=O)C1=CC=C(C=C1)N(C)C)=O)=O ((2-{(E)-3-[1-(4-Dimethylamino-benzenesulfonyl)-1H-pyrrol-3-yl]-allanoylamino}-phenyl)-carbamic Acid Tert-butyl Ester). Reaction SMILES: [CH3:1][N:2]([CH3:22])[C:3]1[CH:8]=[CH:7][C:6]([S:9]([N:12]2[CH:16]=[CH:15][C:14](/[CH:17]=[CH:18]/[C:19](O)=[O:20])=[CH:13]2)(=[O:11])=[O:10])=[CH:5][CH:4]=1.C1C=CC2N(O)N=NC=2C=1.CCN=C=NCCCN(C)C.Cl.[C:45]([NH:52][C:53]1[CH:58]=[CH:57][CH:56]=[CH:55][C:54]=1[NH2:59])([O:47][C:48]([CH3:51])([CH3:50])[CH3:49])=[O:46]>CN(C=O)C.C(N(CC)CC)C.O>[C:48]([O:47][C:45](=[O:46])[NH:52][C:53]1[CH:58]=[CH:57][CH:56]=[CH:55][C:54]=1[NH:59][C:19](=[O:20])/[CH:18]=[CH:17]/[C:14]1[CH:15]=[CH:16][N:12]([S:9]([C:6]2[CH:5]=[CH:4][C:3]([N:2]([CH3:1])[CH3:22])=[CH:8][CH:7]=2)(=[O:11])=[O:10])[CH:13]=1)([CH3:51])([CH3:50])[CH3:49] |f:2.3|. Reported procedure: Starting materials: (E)-3-[1-(4-dimethylamino-benzenesulfonyl)-1H-pyrrol-3-yl)-acrylic acid (compound B3) (0.150 g), HOBt.H2O (0.072 g), triethylamine (259 μl), DMF (10 ml), EDC.HCl (0.269 g), N-BOC-1,2-phenylenediamine (0.049 g). Reaction conditions: room temperature, 1 hour; room temperature, 21 hours. The reactants are COC(=O)CCC(C#N)(CCC(=O)OC)c1ccc(OC)c2c1OC(C)(C)O2, COCCOC, Cl, [H-], [Na+], O. Yields the product COC(=O)C1CC(C#N)(c2ccc(OC)c3c2OC(C)(C)O3)CCC1=O. RXN SMILES: [C:1](#[N:2])[C:3]([CH2:4][CH2:5][C:6](=[O:7])[O:8][CH3:9])([CH2:10][CH2:11][C:12](=[O:13])[O:14][CH3:15])[c:16]1[cH:17][cH:18][c:19]([O:27][CH3:28])[c:20]2[c:24]1[O:23][C:22]([CH3:25])([CH3:26])[O:21]2.[CH3:33][O:34][CH2:35][CH2:36][O:37][CH3:38].[ClH:32].[H-:29].[Na+:30].[OH2:31]>>[C:1](#[N:2])[C:3]1([c:16]2[cH:17][cH:18][c:19]([O:27][CH3:28])[c:20]3[c:24]2[O:23][C:22]([CH3:25])([CH3:26])[O:21]3)[CH2:4][CH2:5][C:6](=[O:7])[CH:11]([C:12](=[O:13])[O:14][CH3:15])[CH2:10]1. The reactants are CO, [H][H], Oc1cccc2ccccc12, O=C(O)c1ccc2ccccc2c1O. Product: Cc1ccc2ccccc2c1O. As a reaction SMILES: [CH3:28][OH:29].[H:26][H:27].[OH:15][c:16]1[c:17]2[c:18]([cH:19][cH:20][cH:21][cH:22]2)[cH:23][cH:24][cH:25]1.[OH:1][C:2](=[O:3])[c:4]1[cH:5][cH:6][c:7]2[cH:8][cH:9][cH:10][cH:11][c:12]2[c:13]1[OH:14]>>[CH3:2][c:4]1[cH:5][cH:6][c:7]2[cH:8][cH:9][cH:10][cH:11][c:12]2[c:13]1[OH:14].